Dataset: the Open Reaction Database (ORD), a public repository of structured organic reaction records. Task: describe an organic reaction: reactants, conditions, products, and yield Starting materials: CCOCC, O=C(Cl)C1CCC1, Fc1ccccc1CBr, [Mg], C1CCOC1, O. Product: O=C(Cc1ccccc1F)C1CCC1. As a reaction SMILES: [CH3:19][CH2:20][O:21][CH2:22][CH3:23].[CH:11]1([C:15](=[O:16])[Cl:17])[CH2:12][CH2:13][CH2:14]1.[F:2][c:3]1[c:4]([CH2:5][Br:6])[cH:7][cH:8][cH:9][cH:10]1.[Mg:1].[O:24]1[CH2:25][CH2:26][CH2:27][CH2:28]1.[OH2:18]>>[F:2][c:3]1[c:4]([CH2:5][C:15]([CH:11]2[CH2:12][CH2:13][CH2:14]2)=[O:16])[cH:7][cH:8][cH:9][cH:10]1. RXN SMILES: [H-].[Al+3].[Li+].[H-].[H-].[H-].[CH:7]1([CH2:10][NH:11][CH2:12][CH2:13][C:14]2[NH:15][C:16]3[C:21]([C:22]=2[C:23]2[CH:28]=[CH:27][CH:26]=[CH:25][CH:24]=2)=[CH:20][CH:19]=[CH:18][CH:17]=3)[CH2:9][CH2:8]1.[Cl:29][CH2:30][C:31](Cl)=[O:32]>C(O)C.CCCCC>[Cl:29][CH2:30][C:31]([N:11]([CH2:10][CH:7]1[CH2:9][CH2:8]1)[CH2:12][CH2:13][C:14]1[NH:15][C:16]2[C:21]([C:22]=1[C:23]1[CH:28]=[CH:27][CH:26]=[CH:25][CH:24]=1)=[CH:20][CH:19]=[CH:18][CH:17]=2)=[O:32] |f:0.1.2.3.4.5,8.9|. Procedure details: 3-Phenyl-1H-indol-2-ethanamine are reacted with cyclopropanecarboxylic acid chloride to give N-cyclopropylcarbonyl-3-phenyl-1H-indol-2-ethanamine, which is reduced with lithium aluminium hydride to N-cyclopropylmethyl-3-phenyl-1H-indol-2-ethanamine, which is reacted with chloracetyl chloride to give 2-chloro-N-cyclopropylmethyl-N-[2-(3-phenyl1H-indol-2-yl)ethyl]acetamide, m.p. 104°-106° (from ethanol/pentane). Yields the product ClCC(=O)N(CCC=1NC2=CC=CC=C2C1C1=CC=CC=C1)CC1CC1 (2-chloro-N-cyclopropylmethyl-N-[2-(3-phenyl1H-indol-2-yl)ethyl]acetamide). The solvent is C(C)O.CCCCC (ethanol pentane). Reactants: [H-].[Al+3].[Li+].[H-].[H-].[H-] (lithium aluminium hydride), C1(CC1)CNCCC=1NC2=CC=CC=C2C1C1=CC=CC=C1 (N-cyclopropylmethyl-3-phenyl-1H-indol-2-ethanamine), ClCC(=O)Cl (chloracetyl chloride). The reactants are C1(=CC=CC=C1)OC(NC1CCC(CC1)(C1=CC=CC=C1)N(C)C)=O ((4-dimethylamino-4-phenylcyclohexyl)-carbamic acid phenyl ester), ClC=1C=C2C(=CNC2=CC1)C1CCNCC1 (5-chloro-3-piperidine-4-yl-1H-indole). Solvent: O1CCOCC1 (dioxane). Product: CN(C1(CCC(CC1)NC(=O)N1CCC(CC1)C1=CNC2=CC=C(C=C12)Cl)C1=CC=CC=C1)C (4-(5-chloro-1H-indol-3-yl)piperidine-1-carboxylic acid-(4-dimethylamino-4-phenylcyclohexyl)-amide). As a reaction SMILES: C1(O[C:8](=[O:25])[NH:9][CH:10]2[CH2:15][CH2:14][C:13]([N:22]([CH3:24])[CH3:23])([C:16]3[CH:21]=[CH:20][CH:19]=[CH:18][CH:17]=3)[CH2:12][CH2:11]2)C=CC=CC=1.[Cl:26][C:27]1[CH:28]=[C:29]2[C:33](=[CH:34][CH:35]=1)[NH:32][CH:31]=[C:30]2[CH:36]1[CH2:41][CH2:40][NH:39][CH2:38][CH2:37]1>O1CCOCC1>[CH3:24][N:22]([CH3:23])[C:13]1([C:16]2[CH:17]=[CH:18][CH:19]=[CH:20][CH:21]=2)[CH2:12][CH2:11][CH:10]([NH:9][C:8]([N:39]2[CH2:40][CH2:41][CH:36]([C:30]3[C:29]4[C:33](=[CH:34][CH:35]=[C:27]([Cl:26])[CH:28]=4)[NH:32][CH:31]=3)[CH2:37][CH2:38]2)=[O:25])[CH2:15][CH2:14]1. Procedure details: The non-polar diastereoisomer of (4-dimethylamino-4-phenylcyclohexyl)-carbamic acid phenyl ester (338 mg, 1.0 mmole) was added to a solution of 5-chloro-3-piperidine-4-yl-1H-indole (218 mg, 1.0 mmole) in dioxane (10 ml). The reaction mixture was then boiled under reflux for 32 hours. The reaction mixture was worked up by distilling off dioxane and diluting with water (10 ml). The reaction mixture was adjusted to pH 11 with 5M NaOH and extracted with EE (3×20 ml). The organic phase was dried with... As a reaction SMILES: [Br:1][CH2:2][C:3](=[O:42])[CH2:4][C:5]([NH:7][CH:8]1[C:40](=[O:41])[N:10]2[C:11]([C:24]([O:26][CH:27]([C:34]3[CH:39]=[CH:38][CH:37]=[CH:36][CH:35]=3)[C:28]3[CH:33]=[CH:32][CH:31]=[CH:30][CH:29]=3)=[O:25])=[C:12]([C:15]3[S:16][C:17]([NH:20][C:21](=[O:23])[CH3:22])=[N:18][N:19]=3)[CH2:13][S:14][C@H:9]12)=[O:6].[N:43]([O-])=[O:44].[Na+].[Cl-].[Na+]>C(O)(=O)C.O>[Br:1][CH2:2][C:3](=[O:42])[C:4](=[N:43][OH:44])[C:5]([NH:7][CH:8]1[C:40](=[O:41])[N:10]2[C:11]([C:24]([O:26][CH:27]([C:34]3[CH:39]=[CH:38][CH:37]=[CH:36][CH:35]=3)[C:28]3[CH:29]=[CH:30][CH:31]=[CH:32][CH:33]=3)=[O:25])=[C:12]([C:15]3[S:16][C:17]([NH:20][C:21](=[O:23])[CH3:22])=[N:18][N:19]=3)[CH2:13][S:14][C@H:9]12)=[O:6] |f:1.2,3.4|. Procedure details: In 4 ml of acetic acid there was dissolved 0.37 g of benzhydryl 7-(4-bromo-3-oxobutyrylamino)-3-(5-acetylamino-1,3,4-thiadiazol-2-yl)-3-cephem-4-carboxylate and, under ice-cooling and stirring, a solution of 0.048 g of sodium nitrite in 0.4 ml of water was added dropwise. After this dropwise addition, the mixture was stirred at room temperature for one hour. Then, 20 ml of a saturated aqueous solution of sodium chloride were added and extraction was carried out with ethyl acetate. The ethyl acet... The reactants are N(=O)[O-].[Na+] (sodium nitrite), saturated aqueous solution, [Cl-].[Na+] (sodium chloride), BrCC(CC(=O)NC1[C@@H]2N(C(=C(CS2)C=2SC(=NN2)NC(C)=O)C(=O)OC(C2=CC=CC=C2)C2=CC=CC=C2)C1=O)=O (benzhydryl 7-(4-bromo-3-oxobutyrylamino)-3-(5-acetylamino-1,3,4-thiadiazol-2-yl)-3-cephem-4-carboxylate). The yield is 89.4%. Run in O (water), C(C)(=O)O (acetic acid). The product is BrCC(C(C(=O)NC1[C@@H]2N(C(=C(CS2)C=2SC(=NN2)NC(C)=O)C(=O)OC(C2=CC=CC=C2)C2=CC=CC=C2)C1=O)=NO)=O (benzhydryl 7-(4-bromo-3-oxo-2-hydroxyiminobutyrylamino)-3-(5-acetylamino-1,3,4-thiadiazol-2-yl)-3-cephem-4-carboxylate). Reactants: N(=O)[O-].[Na+] (sodium nitrite), N1=C(Cl)N=C(Cl)N=C1Cl (Cyanuric chloride), ice water, NC1=C(C=CC(=C1)N)S(=O)(=O)O (2,4-diaminobenzene sulphonic acid), OC1=CC(=CC2=CC=C(C=C12)N)S(=O)(=O)O (1-hydroxy-7-aminonaphthalene-3-sulphonic acid). Run in CC(=O)C (acetone). Run at time 1.5 hour. The product is S(=O)(=O)(O)C1=C(C=C(C=C1)NC1=NC(=NC(=N1)Cl)Cl)N=NC=1C(=CC=C2C=C(C=C(C12)O)S(=O)(=O)O)N (8-(2-sulpho-5-[dichloro-s-triazinylamino]phenylazo)-7-amino-1-hydroxynaphthalene3-sulphonic acid). As a reaction SMILES: [N:1]1[C:8]([Cl:9])=[N:7][C:5]([Cl:6])=[N:4][C:2]=1Cl.[NH2:10][C:11]1[CH:16]=[C:15]([NH2:17])[CH:14]=[CH:13][C:12]=1[S:18]([OH:21])(=[O:20])=[O:19].[N:22]([O-])=O.[Na+].[OH:26][C:27]1[C:36]2[C:31](=[CH:32][CH:33]=[C:34]([NH2:37])[CH:35]=2)[CH:30]=[C:29]([S:38]([OH:41])(=[O:40])=[O:39])[CH:28]=1>CC(C)=O>[S:18]([C:12]1[CH:13]=[CH:14][C:15]([NH:17][C:2]2[N:1]=[C:8]([Cl:9])[N:7]=[C:5]([Cl:6])[N:4]=2)=[CH:16][C:11]=1[N:10]=[N:22][C:35]1[C:34]([NH2:37])=[CH:33][CH:32]=[C:31]2[C:36]=1[C:27]([OH:26])=[CH:28][C:29]([S:38]([OH:41])(=[O:39])=[O:40])=[CH:30]2)([OH:21])(=[O:19])=[O:20] |f:2.3|. Reported procedure: Cyanuric chloride (6 g) dissolved In acetone was added to ice/water with vigorous stirring followed by 2,4-diaminobenzene sulphonic acid. The mixture was stirred at 0° C. and pH3 for 1.5 hours, screened and the pH adjusted to 2.0. 2N sodium nitrite solution (16.5 ml, 0.033 moles) was added at 0° C. and pH2. After 2 hours, 1-hydroxy-7-aminonaphthalene-3-sulphonic acid (0.03 moles) was added; the mixture was stirred for 6 hours at 0° C. and pH2 to give a solution of 8-(2-sulpho-5-[dichloro-s-triaz... Reactants: CC(C)(C)C1CCC(=O)CC1, C1CCNC1, Cc1ccccc1. The product is CC(C)(C)C1CC=C(N2CCCC2)CC1. RXN SMILES: [C:1]([CH3:2])([CH3:3])([CH3:4])[CH:5]1[CH2:6][CH2:7][C:8](=[O:11])[CH2:9][CH2:10]1.[CH2:12]1[CH2:13][CH2:14][NH:15][CH2:16]1.[CH3:17][c:18]1[cH:19][cH:20][cH:21][cH:22][cH:23]1>>[C:1]([CH3:2])([CH3:3])([CH3:4])[CH:5]1[CH2:6][CH:7]=[C:8]([N:15]2[CH2:14][CH2:13][CH2:12][CH2:16]2)[CH2:9][CH2:10]1.